From a dataset of the Open Reaction Database (ORD), a public repository of structured organic reaction records. describe an organic reaction: reactants, conditions, products, and yield The product is Cc1cc2c(OCC(O)CN3CCC(c4cc5c(O)cccc5s4)CC3(C)C)cccc2o1. Reactants: CC[S-], COc1cccc2sc(C3CCN(CC(O)COc4cccc5oc(C)cc45)C(C)(C)C3)cc12, [Na+], CN(C)C=O. As a reaction SMILES: [CH2:35]([S-:36])[CH3:37].[CH3:1][C:2]1([CH3:34])[N:3]([CH2:19][CH:20]([CH2:21][O:22][c:23]2[cH:24][cH:25][cH:26][c:27]3[c:28]2[cH:29][c:30]([CH3:32])[o:31]3)[OH:33])[CH2:4][CH2:5][CH:6]([c:8]2[cH:9][c:10]3[c:11]([s:12]2)[cH:13][cH:14][cH:15][c:16]3[O:17][CH3:18])[CH2:7]1.[Na+:38].[O:39]=[CH:40][N:41]([CH3:42])[CH3:43]>>[CH3:1][C:2]1([CH3:34])[N:3]([CH2:19][CH:20]([CH2:21][O:22][c:23]2[cH:24][cH:25][cH:26][c:27]3[c:28]2[cH:29][c:30]([CH3:32])[o:31]3)[OH:33])[CH2:4][CH2:5][CH:6]([c:8]2[cH:9][c:10]3[c:11]([s:12]2)[cH:13][cH:14][cH:15][c:16]3[OH:17])[CH2:7]1.